Dataset: the Open Reaction Database (ORD), a public repository of structured organic reaction records. Task: describe an organic reaction: reactants, conditions, products, and yield Starting materials: FC(C(=O)O)(F)F (trifluoroacetic acid), C(C)(C)(C)OC(C(C1CCCC1)C1=CC=C(C=C1)CBr)=O (tert-butyl[4-(bromomethyl)phenyl](cyclopentyl)acetate), C([O-])(O)=O.[Na+] (sodium bicarbonate). Reaction SMILES: FC(F)(F)C(O)=O.C([O:12][C:13](=[O:28])[CH:14]([C:20]1[CH:25]=[CH:24][C:23]([CH2:26][Br:27])=[CH:22][CH:21]=1)[CH:15]1[CH2:19][CH2:18][CH2:17][CH2:16]1)(C)(C)C.C(=O)(O)[O-].[Na+]>ClCCl>[Br:27][CH2:26][C:23]1[CH:24]=[CH:25][C:20]([CH:14]([CH:15]2[CH2:19][CH2:18][CH2:17][CH2:16]2)[C:13]([OH:28])=[O:12])=[CH:21][CH:22]=1 |f:2.3|. Procedure: 1.635 ml (2.420 g, 21.228 mmol) of trifluoroacetic acid were added to a solution of 500 mg (1.415 mmol) of tert-butyl[4-(bromomethyl)phenyl](cyclopentyl)acetate (Example 10A) in 5 ml of dichloromethane. The mixture was stirred at room temperature for 2 h. Saturated aqueous sodium bicarbonate solution was then added, and the mixture was extracted with ethyl acetate. The combined organic phases were dried over sodium sulfate and concentrated under reduced pressure. This gave 364 mg (87% of theory)... The solvent is ClCCl (dichloromethane). Product: BrCC1=CC=C(C=C1)C(C(=O)O)C1CCCC1 ([4-(Bromomethyl)phenyl](cyclopentyl)acetic acid). Conditions: time 2 hour. Reactants: C1(CCCC(=O)O1)=O (glutaric anhydride), O1CCCC1 (tetrahydrofuran), [H-].[Na+] (Sodium hydride), ice, OC1=C(C(C=CC2=CC=C(C=C2)OC)=O)C(=CC(=C1)OC)OC (2'-hydroxy-4,4',6'-trimethoxychalcone), O1CCCC1 (tetrahydrofuran). Run at time 10 minute. Product: C(=O)(O)CCCC(=O)OC1=C(C(C=CC2=CC=C(C=C2)OC)=O)C(=CC(=C1)OC)OC (2'-(4-carboxybutanoyloxy)-4,4',6'-trimethoxychalcone). Isolated yield 11.0%. Reaction SMILES: [H-].[Na+].O[C:4]1[CH:21]=[C:20]([O:22][CH3:23])[CH:19]=[C:18]([O:24][CH3:25])[C:5]=1[C:6](=[O:17])[CH:7]=[CH:8][C:9]1[CH:14]=[CH:13][C:12]([O:15][CH3:16])=[CH:11][CH:10]=1.[C:26]1(=[O:33])[O:32][C:30](=[O:31])[CH2:29][CH2:28][CH2:27]1.[O:34]1CCCC1>>[C:30]([CH2:29][CH2:28][CH2:27][C:26]([O:32][C:4]1[CH:21]=[C:20]([O:22][CH3:23])[CH:19]=[C:18]([O:24][CH3:25])[C:5]=1[C:6](=[O:17])[CH:7]=[CH:8][C:9]1[CH:10]=[CH:11][C:12]([O:15][CH3:16])=[CH:13][CH:14]=1)=[O:33])([OH:31])=[O:34] |f:0.1|. Reported procedure: Sodium hydride (76 mg of 60% purity) was added with stirring to an ice-cooled solution of 2'-hydroxy-4,4',6'-trimethoxychalcone (500 mg) in 20 ml of tetrahydrofuran. After 10 minutes, a solution of glutaric anhydride (218 mg) in 3 ml of tetrahydrofuran was added. The mixture was stirred at room temperature for 2 hours and evaporated under reduced pressure. The residue was dissolved in 50 ml of ethyl acetate, which was then extracted with 50 ml of 10% aqueous sodium carbonate. The extract was aci...